Dataset: the Open Reaction Database (ORD), a public repository of structured organic reaction records. Task: describe an organic reaction: reactants, conditions, products, and yield The reactants are [C@@H]1([C@H](O)[C@H](O)[C@@H](CO)O1)N1C(=O)NC(=O)C=C1 (Uridine), C(=O)(N1C=NC=C1)N1C=NC=C1 (Carbonyldiimidazole), P(O)(=O)(OP(=O)(O)OP(=O)(O)O)OC[C@@H]1[C@H]([C@H]([C@@H](O1)N1C(=O)NC(=O)C=C1)O)O (Uridine 5′-triphosphate), C(CCC)[NH+](CCCC)CCCC (tributylammonium). Run in CN(C)C=O (DMF), C(CCC)N(CCCC)CCCC (tributylamine), CN(C)C=O (DMF), C(CCC)N(CCCC)CCCC (tributylamine). Reaction conditions: temperature 50 celsius, time 3 day. The product is OP(O)(=O)OP(=O)(O)OP(=O)(O)OP(=O)(O)O.[C@@H]1([C@H](O)[C@H](O)[C@@H](CO)O1)N1C(=O)NC(=O)C=C1.[C@@H]1([C@H](O)[C@H](O)[C@@H](CO)O1)N1C(=O)NC(=O)C=C1 (diuridine tetraphosphate), salt. The yield is 30.0%. RXN SMILES: [C@@H:1]1([N:10]2[CH:17]=[CH:16][C:14](=[O:15])[NH:13][C:11]2=[O:12])[O:9][C@H:6]([CH2:7][OH:8])[C@@H:4]([OH:5])[C@H:2]1[OH:3].C(N1C=CN=C1)(N1C=CN=C1)=O.[P:30]([O:42][CH2:43][C@H:44]1[O:48][C@@H:47]([N:49]2[CH:56]=[CH:55][C:53](=[O:54])[NH:52][C:50]2=[O:51])[C@H:46]([OH:57])[C@@H:45]1[OH:58])([O:33][P:34]([O:37][P:38]([OH:41])([OH:40])=[O:39])([OH:36])=[O:35])(=[O:32])[OH:31].C([NH+](CCCC)CCCC)CCC>CN(C=O)C.C(N(CCCC)CCCC)CCC>[OH:40][P:38]([O:37][P:34]([O:33][P:30]([O:42][P:30]([OH:33])([OH:32])=[O:31])([OH:31])=[O:32])([OH:36])=[O:35])(=[O:39])[OH:41].[C@@H:1]1([N:10]2[CH:17]=[CH:16][C:14](=[O:15])[NH:13][C:11]2=[O:12])[O:9][C@H:6]([CH2:7][OH:8])[C@@H:4]([OH:5])[C@H:2]1[OH:3].[C@@H:47]1([N:49]2[CH:56]=[CH:55][C:53](=[O:54])[NH:52][C:50]2=[O:51])[O:48][C@H:44]([CH2:43][OH:42])[C@@H:45]([OH:58])[C@H:46]1[OH:57] |f:6.7.8|. Procedure: Uridine 5′-monrophosphate (Sigma, Milwaukee, 3.0 g, 9.26 mmol) was dissolved in dry DMF (10 mL) and tributylamine (Aldrich, 2 mL). The solution was evaporated in vacuo at 40° C. to an oil. The residue was dissolved in dry DMF (Aldrich, 8 mL) to form a solution. Carbonyldiimidazole (Aldrich, 1.65 g, 10.18 mmol) was added to this solution. The reaction was heated at 50° C. for one hour. Uridine 5′-triphosphate (Yamasa, 5.60 g, 10.18 mmol) prepared as the anhydrous tributylammonium salt in DMF (5 m... Starting materials: S(=O)(Cl)Cl (thionylchloride), CO (methanol), NC=1C=C(C(C(=O)O)=CC1Cl)O (4-amino-5-chlorosalicylic acid). Reaction conditions: temperature 0 celsius. Yields the product Cl.NC=1C=C(C(C(=O)OC)=CC1Cl)O (methyl 4-amino-5-chlorosalicylate hydrochloride). RXN SMILES: S(Cl)([Cl:3])=O.[NH2:5][C:6]1[CH:7]=[C:8]([OH:16])[C:9](=[CH:13][C:14]=1[Cl:15])[C:10]([OH:12])=[O:11].[CH3:17]O>>[ClH:3].[NH2:5][C:6]1[CH:7]=[C:8]([OH:16])[C:9](=[CH:13][C:14]=1[Cl:15])[C:10]([O:12][CH3:17])=[O:11] |f:3.4|. Reported procedure: To 300 ml of methanol is added 30 ml of thionylchloride and stirred at 0° C. To this is added 26 g (0.14 mol) of 4-amino-5-chlorosalicylic acid and refluxed for 18 hours. The mixture is clear and evaporated to dryness to obtain methyl 4-amino-5-chlorosalicylate hydrochloride which is then used directly in the next step. Reactants: CCCCCCCNC(=O)N(C)c1cccc(-c2ccc(CC(OCC)C(=O)OC)cc2)n1, CC(=O)O, CCOC(C)=O, [Li+], C1CCOC1, [OH-], O. The product is CCCCCCCNC(=O)N(C)c1cccc(-c2ccc(CC(OCC)C(=O)O)cc2)n1. As a reaction SMILES: [CH2:1]([CH3:2])[O:3][CH:4]([C:5](=[O:6])[O:7][CH3:8])[CH2:9][c:10]1[cH:11][cH:12][c:13](-[c:16]2[n:17][c:18]([N:22]([C:23](=[O:24])[NH:25][CH2:26][CH2:27][CH2:28][CH2:29][CH2:30][CH2:31][CH3:32])[CH3:33])[cH:19][cH:20][cH:21]2)[cH:14][cH:15]1.[CH3:42][C:43](=[O:44])[OH:45].[CH3:46][CH2:47][O:48][C:49](=[O:50])[CH3:51].[Li+:39].[O:34]1[CH2:35][CH2:36][CH2:37][CH2:38]1.[OH-:40].[OH2:41]>>[CH2:1]([CH3:2])[O:3][CH:4]([C:5](=[O:6])[OH:7])[CH2:9][c:10]1[cH:11][cH:12][c:13](-[c:16]2[n:17][c:18]([N:22]([C:23](=[O:24])[NH:25][CH2:26][CH2:27][CH2:28][CH2:29][CH2:30][CH2:31][CH3:32])[CH3:33])[cH:19][cH:20][cH:21]2)[cH:14][cH:15]1. Reactants: CN(C=O)C (N,N-dimethylformamide), BrC1=C2C=CN(C2=CC(=C1)C(=O)OC)C (methyl 4-bromo-1-methyl-1H-indole-6-carboxylate), FC1=CC=C(C=C1)B(O)O ((4-fluorophenyl)-boronic acid), C(C)(C)NC(C)C (diisopropylamine). The reagents and catalysts are C(C)(=O)[O-].[Pd+2].C(C)(=O)[O-] (palladium(II) acetate), [Na+].[Na+].[Na+].P(C=1C=C(C=CC1)S(=O)(=O)[O-])(C=1C=C(C=CC1)S(=O)(=O)[O-])C=1C=C(C=CC1)S(=O)(=O)[O-] (3,3′,3″-phosphinidynetris (benzensulfonic acid) trisodium salt). Solvent: O (water), C(C)(=O)OCC (ethyl acetate). Reaction conditions: temperature 80 celsius. The product is FC1=CC=C(C=C1)C1=C2C=CN(C2=CC(=C1)C(=O)OC)C (Methyl 4-(4-fluorophenyl)-1-methyl-1H-indole-6-carboxylate). Yield: 85.6%. RXN SMILES: Br[C:2]1[CH:10]=[C:9]([C:11]([O:13][CH3:14])=[O:12])[CH:8]=[C:7]2[C:3]=1[CH:4]=[CH:5][N:6]2[CH3:15].[F:16][C:17]1[CH:22]=[CH:21][C:20](B(O)O)=[CH:19][CH:18]=1.C(NC(C)C)(C)C.CN(C)C=O>C([O-])(=O)C.[Pd+2].C([O-])(=O)C.[Na+].[Na+].[Na+].P(C1C=C(S([O-])(=O)=O)C=CC=1)(C1C=C(S([O-])(=O)=O)C=CC=1)C1C=C(S([O-])(=O)=O)C=CC=1.C(OCC)(=O)C.O>[F:16][C:17]1[CH:22]=[CH:21][C:20]([C:2]2[CH:10]=[C:9]([C:11]([O:13][CH3:14])=[O:12])[CH:8]=[C:7]3[C:3]=2[CH:4]=[CH:5][N:6]3[CH3:15])=[CH:19][CH:18]=1 |f:4.5.6,7.8.9.10|. Procedure: To a mixture of methyl 4-bromo-1-methyl-1H-indole-6-carboxylate (0.45 g, 1.69 mmol), (4-fluorophenyl)-boronic acid (0.36 g, 2.53 mmol), 3,3′,3″-phosphinidynetris (benzensulfonic acid) trisodium salt (81.0 mg, 0.13 mmol), palladium(II) acetate (9.5 mg, 0.04 mmol) and diisopropylamine (0.60 mL, 4.22 mmol) were added N,N-dimethylformamide (6.3 mL) and water (2.1 mL). The mixture was heated to 80° C. for 1 h. The mixture was cooled to ambient temperature and ethyl acetate was added. The organic laye...